Dataset: the Open Reaction Database (ORD), a public repository of structured organic reaction records. Task: describe an organic reaction: reactants, conditions, products, and yield The reactants are ClCC(=O)N(C)CC1=CC=C(C=C1)CCN1C=NC2=C(C1=O)SC(=C2)C2=CC=C(C=C2)Cl (2-chloro-N-(4-{2-[6-(4-chlorophenyl)-4-oxothieno[3,2-d]pyrimidin-3(4H)-yl]ethyl}benzyl)-N-methylacetamide), CN (methylamine). Run in CO (methanol), CN(C=O)C (N,N-dimethylformamide), C(C)(=O)OCC (ethyl acetate). Conditions: time 1 hour. Yields the product ClC1=CC=C(C=C1)C1=CC=2N=CN(C(C2S1)=O)CCC1=CC=C(CN(C(CNC)=O)C)C=C1 (N-(4-{2-[6-(4-chlorophenyl)-4-oxothieno[3,2-d]pyrimidin-3(4H) -yl]ethyl}benzyl)-N,N2-dimethylglycinamide). RXN SMILES: Cl[CH2:2][C:3]([N:5]([CH2:7][C:8]1[CH:13]=[CH:12][C:11]([CH2:14][CH2:15][N:16]2[C:21](=[O:22])[C:20]3[S:23][C:24]([C:26]4[CH:31]=[CH:30][C:29]([Cl:32])=[CH:28][CH:27]=4)=[CH:25][C:19]=3[N:18]=[CH:17]2)=[CH:10][CH:9]=1)[CH3:6])=[O:4].[CH3:33][NH2:34]>CO.CN(C)C=O.C(OCC)(=O)C>[Cl:32][C:29]1[CH:30]=[CH:31][C:26]([C:24]2[S:23][C:20]3[C:21](=[O:22])[N:16]([CH2:15][CH2:14][C:11]4[CH:12]=[CH:13][C:8]([CH2:7][N:5]([CH3:6])[C:3](=[O:4])[CH2:2][NH:34][CH3:33])=[CH:9][CH:10]=4)[CH:17]=[N:18][C:19]=3[CH:25]=2)=[CH:27][CH:28]=1. Reported procedure: A mixture of the compound (0.12 g) obtained in Example 27, 40% methylamine in methanol solution (0.28 ml) and N,N-dimethylformamide (2 ml) was stirred at room temperature for 1 hr, diluted with ethyl acetate, washed with water and saturated brine, dried over anhydrous sodium sulfate, and concentrated under reduced pressure. The residue was recrystallized from ethyl acetate-hexane (1:1, volume ratio) to give the title compound (53 mg) as a colorless powder.